From a dataset of the Open Reaction Database (ORD), a public repository of structured organic reaction records. describe an organic reaction: reactants, conditions, products, and yield Reactants: ClC=1C2=C(NC(C1C#N)=O)SC=C2 (4-chloro-6-oxo-6,7-dihydro-thieno[2,3-b]pyridine-5-carbonitrile), ( 40 ), C1(CCCCC1)N (cyclohexylamine), ( 50 ), C(C)OC(=O)C1=C(C2=C(NC1=O)SC=C2)O (4-hydroxy-6-oxo-6,7-dihydro-thieno[2,3-b]pyridine-5-carboxylic acid ethyl ester). The product is C1(CCCCC1)NC(=O)C1=C(C2=C(NC1=O)SC=C2)O (4-hydroxy-6-oxo-6,7-dihydro-thieno[2,3-b]pyridine-5-carboxylic acid cyclohexylamide). Reaction SMILES: Cl[C:2]1[C:3]2[CH:13]=[CH:12]SC=2NC(=O)[C:7]=1[C:8]#[N:9].C(O[C:17]([C:19]1[C:24](=[O:25])[NH:23][C:22]2[S:26][CH:27]=[CH:28][C:21]=2[C:20]=1[OH:29])=[O:18])C.C1(N)CCCCC1>>[CH:8]1([NH:9][C:17]([C:19]2[C:24](=[O:25])[NH:23][C:22]3[S:26][CH:27]=[CH:28][C:21]=3[C:20]=2[OH:29])=[O:18])[CH2:7][CH2:2][CH2:3][CH2:13][CH2:12]1. Reported procedure: To yield compounds of structure (III) with R2 as carbonitrile, and R1 and R3 as defined above, 4-chloro-6-oxo-6,7-dihydro-thieno[2,3-b]pyridine-5-carbonitrile, depicted by formula (50), was used as a key intermediate. To prepare this intermediate, 4-hydroxy-6-oxo-6,7-dihydro-thieno[2,3-b]pyridine-5-carboxylic acid ethyl ester, depicted by formula (40), was reacted with cyclohexylamine to yield intermediate 4-hydroxy-6-oxo-6,7-dihydro-thieno[2,3-b]pyridine-5-carboxylic acid cyclohexylamide, depic...